This data is from the Open Reaction Database (ORD), a public repository of structured organic reaction records. The task is: describe an organic reaction: reactants, conditions, products, and yield The reactants are O=C([O-])[O-], COc1ccc(B(O)O)cc1OC, CCO, COCCOC, CC(C)n1nc(I)c2c(N)ncnc21, [Na+], [Na+], c1ccc(P(c2ccccc2)(c2ccccc2)[Pd](P(c2ccccc2)(c2ccccc2)c2ccccc2)(P(c2ccccc2)(c2ccccc2)c2ccccc2)P(c2ccccc2)(c2ccccc2)c2ccccc2)cc1. Yields the product COc1ccc(-c2nn(C(C)C)c3ncnc(N)c23)cc1OC. As a reaction SMILES: [C:28](=[O:29])([O-:30])[O-:31].[CH3:1][O:2][c:3]1[cH:4][c:5]([B:11]([OH:12])[OH:13])[cH:6][cH:7][c:8]1[O:9][CH3:10].[CH3:34][CH2:35][OH:36].[CH3:37][O:38][CH2:39][CH2:40][O:41][CH3:42].[I:14][c:15]1[n:16][n:17]([CH:25]([CH3:26])[CH3:27])[c:18]2[n:19][cH:20][n:21][c:22]([NH2:24])[c:23]12.[Na+:32].[Na+:33].[cH:43]1[cH:44][cH:45][c:46]([P:47]([Pd:48]([P:49]([c:50]2[cH:51][cH:52][cH:53][cH:54][cH:55]2)([c:56]2[cH:57][cH:58][cH:59][cH:60][cH:61]2)[c:62]2[cH:63][cH:64][cH:65][cH:66][cH:67]2)([P:68]([c:69]2[cH:70][cH:71][cH:72][cH:73][cH:74]2)([c:75]2[cH:76][cH:77][cH:78][cH:79][cH:80]2)[c:81]2[cH:82][cH:83][cH:84][cH:85][cH:86]2)[P:87]([c:88]2[cH:89][cH:90][cH:91][cH:92][cH:93]2)([c:94]2[cH:95][cH:96][cH:97][cH:98][cH:99]2)[c:100]2[cH:101][cH:102][cH:103][cH:104][cH:105]2)([c:106]2[cH:107][cH:108][cH:109][cH:110][cH:111]2)[c:112]2[cH:113][cH:114][cH:115][cH:116][cH:117]2)[cH:118][cH:119]1>>[CH3:1][O:2][c:3]1[cH:4][c:5](-[c:15]2[n:16][n:17]([CH:25]([CH3:26])[CH3:27])[c:18]3[n:19][cH:20][n:21][c:22]([NH2:24])[c:23]23)[cH:6][cH:7][c:8]1[O:9][CH3:10]. Reactants: C(C1=CC=CC=C1)(=S)O (thiobenzoic acid), C(C=C)OC(=O)N1[C@@H](C[C@H](C1)O)CC=1C=NN(C1)C ((2R,4R)-1-allyloxycarbonyl-4-hydroxy-2-{(1-methylpyrazol-4-yl)methyl)pyrrolidine), C1(=CC=CC=C1)P(C1=CC=CC=C1)C1=CC=CC=C1 (triphenylphosphine), N(=NC(=O)OCC)C(=O)OCC (diethyl azodicarboxylate). The solvent is O1CCCC1 (tetrahydrofuran). Conditions: time 15 minute. Product: C(C=C)OC(=O)N1[C@@H](C[C@@H](C1)SC(C1=CC=CC=C1)=O)CC=1C=NN(C1)C ((2R,4S)-1-allyloxycarbonyl-4-benzoylthio-2-{(1-methylpyrazol-4-yl)methyl}pyrrolidine). As a reaction SMILES: [CH2:1]([O:4][C:5]([N:7]1[CH2:11][C@H:10](O)[CH2:9][C@H:8]1[CH2:13][C:14]1[CH:15]=[N:16][N:17]([CH3:19])[CH:18]=1)=[O:6])[CH:2]=[CH2:3].C1(P(C2C=CC=CC=2)C2C=CC=CC=2)C=CC=CC=1.N(C(OCC)=O)=NC(OCC)=O.[C:51]([OH:59])(=[S:58])[C:52]1[CH:57]=[CH:56][CH:55]=[CH:54][CH:53]=1>O1CCCC1>[CH2:1]([O:4][C:5]([N:7]1[CH2:11][C@@H:10]([S:58][C:51](=[O:59])[C:52]2[CH:57]=[CH:56][CH:55]=[CH:54][CH:53]=2)[CH2:9][C@H:8]1[CH2:13][C:14]1[CH:15]=[N:16][N:17]([CH3:19])[CH:18]=1)=[O:6])[CH:2]=[CH2:3]. Procedure details: To a solution of (2R,4R)-1-allyloxycarbonyl-4-hydroxy-2-{(1-methylpyrazol-4-yl)methyl)pyrrolidine (15.3 g) and triphenylphosphine (19.67 g) in tetrahydrofuran (180 ml) was added diethyl azodicarboxylate (13.06 g) at -30° C. After 15 minutes, thiobenzoic acid (9.5 ml) was added thereto. The mixture was warmed up to 0°~5° C. over 25 minutes and stirred for 2 hours. After evaporation of tetrahydrofuran, the resulting residue was dissolved in ethyl acetate (500 ml). The organic layer was washed with... The reactants are C(C)(C)N (Isopropylamine), BrC1=CC(=C(C=C1)F)[N+](=O)[O-] (4-bromo-1-fluoro-2-nitrobenzene). Run in C(C)O (ethanol). Conditions: time 8 hour. Product: BrC1=CC(=C(NC(C)C)C=C1)[N+](=O)[O-] (4-bromo-N-isopropyl-2-nitroaniline). Reaction SMILES: [CH:1]([NH2:4])([CH3:3])[CH3:2].[Br:5][C:6]1[CH:11]=[CH:10][C:9](F)=[C:8]([N+:13]([O-:15])=[O:14])[CH:7]=1>C(O)C>[Br:5][C:6]1[CH:11]=[CH:10][C:9]([NH:4][CH:1]([CH3:3])[CH3:2])=[C:8]([N+:13]([O-:15])=[O:14])[CH:7]=1. Procedure: Isopropylamine (3 mL) is added to a solution of 4-bromo-1-fluoro-2-nitrobenzene (700 mg, 3.18 mmol) in ethanol. The reaction may be stirred for an appropriate time at an appropriate temperature, such as room temperature for overnight and concentrated. The residue may be purified by any appropriate method such as Biotage column chromatography to give 4-bromo-N-isopropyl-2-nitroaniline (770 mg). As a reaction SMILES: [CH2:1]([C:5]1[C:14]2[C:9](=[CH:10][CH:11]=[C:12]([O:15][CH3:16])[CH:13]=2)[CH:8]=[CH:7][C:6]=1/[CH:17]=[CH:18]/[C:19]([OH:21])=[O:20])[CH2:2][CH2:3][CH3:4].[N+:22]([C:25]1[CH:30]=[CH:29][C:28](O)=[CH:27][CH:26]=1)([O-:24])=[O:23].C1(N=C=NC2CCCCC2)CCCCC1>ClCCl>[N+:22]([C:25]1[CH:30]=[CH:29][C:28]([O:20][C:19](=[O:21])/[CH:18]=[CH:17]/[C:6]2[CH:7]=[CH:8][C:9]3[C:14](=[CH:13][C:12]([O:15][CH3:16])=[CH:11][CH:10]=3)[C:5]=2[CH2:1][CH2:2][CH2:3][CH3:4])=[CH:27][CH:26]=1)([O-:24])=[O:23]. Starting materials: C(CCC)C1=C(C=CC2=CC=C(C=C12)OC)/C=C/C(=O)O ((E)-3-(1-butyl-7-methoxy-2-naphthalenyl)-2-propenoic acid), [N+](=O)([O-])C1=CC=C(C=C1)O (4-nitrophenol), C1(CCCCC1)N=C=NC1CCCCC1 (1,3-dicyclohexylcarbodiimide). Yields the product [N+](=O)([O-])C1=CC=C(C=C1)OC(\C=C\C1=C(C2=CC(=CC=C2C=C1)OC)CCCC)=O ((E)-3-(1-butyl-7-methoxy-2-naphthalenyl)-2-propenoic acid 4-nitrophenyl ester). Isolated yield 83.1%. Run in ClCCl (dichloromethane). Reported procedure: As in Example 113, (E)-3-(1-butyl-7-methoxy-2-naphthalenyl)-2-propenoic acid (1.35 g) was reacted with 4-nitrophenol (0.73 g) in dichloromethane (25 mL) in the presence of 1,3-dicyclohexylcarbodiimide (0.99 g) to give 1.6 g of (E)-3-(1-butyl-7-methoxy-2-naphthalenyl)-2-propenoic acid 4-nitrophenyl ester. Crystallization of a portion from diethyl ether furnished the analytical sample, mp 114°-115° C. Anal. Calcd for C24H23NO5 : C, 71.10; H, 5.72; N, 3.45 Found: C, 70.85; H, 5.56; N, 3.24 Reactants: CC(C)Br, O=C([O-])[O-], CC#N, OC1(c2cccc(C(F)(F)F)c2F)CCNCC1, [K+], [K+]. The product is CC(C)N1CCC(O)(c2cccc(C(F)(F)F)c2F)CC1. RXN SMILES: [Br:25][CH:26]([CH3:27])[CH3:28].[C:19](=[O:20])([O-:21])[O-:22].[CH3:29][C:30]#[N:31].[F:1][c:2]1[c:3]([C:12]2([OH:18])[CH2:13][CH2:14][NH:15][CH2:16][CH2:17]2)[cH:4][cH:5][cH:6][c:7]1[C:8]([F:9])([F:10])[F:11].[K+:23].[K+:24]>>[F:1][c:2]1[c:3]([C:12]2([OH:18])[CH2:13][CH2:14][N:15]([CH:26]([CH3:27])[CH3:28])[CH2:16][CH2:17]2)[cH:4][cH:5][cH:6][c:7]1[C:8]([F:9])([F:10])[F:11]. Starting materials: C([O-])([O-])=O.[Cs+].[Cs+] (cesium carbonate), BrCC1=CC=C(C#N)C=C1 (4-bromomethyl-benzonitrile), C1(=CC=CC=C1)NCCCCN(CCC)CCC (N′-phenyl-N,N-dipropyl-butane-1,4-diamine). Solvent: CN(C)C=O (DMF). Run at temperature 60 celsius, time 8 hour. Product: C(CC)N(CCCCN(C1=CC=CC=C1)CC1=CC=C(C#N)C=C1)CCC (4-{[(4-dipropylamino-butyl)-phenyl-amino]-methyl}-benzonitrile). Isolated yield 39.8%. RXN SMILES: [C:1]1([NH:7][CH2:8][CH2:9][CH2:10][CH2:11][N:12]([CH2:16][CH2:17][CH3:18])[CH2:13][CH2:14][CH3:15])[CH:6]=[CH:5][CH:4]=[CH:3][CH:2]=1.C(=O)([O-])[O-].[Cs+].[Cs+].Br[CH2:26][C:27]1[CH:34]=[CH:33][C:30]([C:31]#[N:32])=[CH:29][CH:28]=1>CN(C=O)C>[CH2:13]([N:12]([CH2:16][CH2:17][CH3:18])[CH2:11][CH2:10][CH2:9][CH2:8][N:7]([CH2:26][C:27]1[CH:34]=[CH:33][C:30]([C:31]#[N:32])=[CH:29][CH:28]=1)[C:1]1[CH:6]=[CH:5][CH:4]=[CH:3][CH:2]=1)[CH2:14][CH3:15] |f:1.2.3|. Reported procedure: The compound (152.5 mg) obtained in Example 24-1 was dissolved in anhydrous DMF (6.1 ml) and added with cesium carbonate (299.0 mg) and 4-bromomethyl-benzonitrile (manufactured by Tokyo Kasei Kogyo Co., Ltd.) (184.0 mg). The whole was stirred overnight at 60° C. and then stirred at 80° C. for additional 24 hours. After completion of the reaction, the solvent was distilled off. The resultant was added with water, subjected to extraction with chloroform, and dried with magnesium sulfate. The solve...